From a dataset of the Open Reaction Database (ORD), a public repository of structured organic reaction records. describe an organic reaction: reactants, conditions, products, and yield The reactants are O=C(NCCOCCO)OCc1ccccc1, C1CCOC1, Oc1ccc(Cl)cc1, c1ccc(P(c2ccccc2)c2ccccc2)cc1. The product is O=C(NCCOCCOc1ccc(Cl)cc1)OCc1ccccc1. As a reaction SMILES: [CH2:1]([c:2]1[cH:3][cH:4][cH:5][cH:6][cH:7]1)[O:8][C:9]([NH:10][CH2:11][CH2:12][O:13][CH2:14][CH2:15][OH:16])=[O:17].[O:45]1[CH2:46][CH2:47][CH2:48][CH2:49]1.[OH:18][c:19]1[cH:20][cH:21][c:22]([Cl:23])[cH:24][cH:25]1.[c:26]1([P:27]([c:28]2[cH:29][cH:30][cH:31][cH:32][cH:33]2)[c:34]2[cH:35][cH:36][cH:37][cH:38][cH:39]2)[cH:40][cH:41][cH:42][cH:43][cH:44]1>>[CH2:1]([c:2]1[cH:3][cH:4][cH:5][cH:6][cH:7]1)[O:8][C:9]([NH:10][CH2:11][CH2:12][O:13][CH2:14][CH2:15][O:16][c:19]1[cH:20][cH:21][c:22]([Cl:23])[cH:24][cH:25]1)=[O:17]. Reactants: CC(=O)O[BH-](OC(C)=O)OC(C)=O, CCS(=O)(=O)N1CCC(c2c[nH]c3c(C(N)=O)cc(-c4ccc(C=O)cc4)cc23)CC1, CS(C)=O, CC(=O)O, NC1CCC1, [Na+]. Product: CCS(=O)(=O)N1CCC(c2c[nH]c3c(C(N)=O)cc(-c4ccc(CNC5CCC5)cc4)cc23)CC1. As a reaction SMILES: [C:37]([O:38][BH-:39]([O:40][C:41](=[O:42])[CH3:43])[O:44][C:45](=[O:46])[CH3:47])(=[O:48])[CH3:49].[CH2:1]([CH3:2])[S:3](=[O:4])(=[O:5])[N:6]1[CH2:7][CH2:8][CH:9]([c:12]2[cH:13][nH:14][c:15]3[c:16]([C:29](=[O:30])[NH2:31])[cH:17][c:18](-[c:21]4[cH:22][cH:23][c:24]([CH:27]=[O:28])[cH:25][cH:26]4)[cH:19][c:20]23)[CH2:10][CH2:11]1.[CH3:51][S:52]([CH3:53])=[O:54].[CH3:55][C:56](=[O:57])[OH:58].[CH:32]1([NH2:36])[CH2:33][CH2:34][CH2:35]1.[Na+:50]>>[CH2:1]([CH3:2])[S:3](=[O:4])(=[O:5])[N:6]1[CH2:7][CH2:8][CH:9]([c:12]2[cH:13][nH:14][c:15]3[c:16]([C:29](=[O:30])[NH2:31])[cH:17][c:18](-[c:21]4[cH:22][cH:23][c:24]([CH2:27][NH:36][CH:32]5[CH2:33][CH2:34][CH2:35]5)[cH:25][cH:26]4)[cH:19][c:20]23)[CH2:10][CH2:11]1. The reactants are CN(CCNC(=NC1=NC=NC2=CC(=C(C=C12)OC)O)NC1=C(C=CC=C1C)C)C (N-(2-dimethylaminoethyl)-N′-(2,6-dimethylphenyl)-N″-(7-hydroxy-6-methoxyquinazolin-4-yl)guanidine), C[Si](C)(C)C=[N+]=[N-] (trimethylsilyldiazomethane). The product is COC=1C=C2C(=NC=NC2=CC1OC)NC(=NC1=C(C=CC=C1C)C)NCCN(C)C (N-(6,7-dimethoxyquinazolin-4-yl)-N′-(2-dimethylaminoethyl)-N″-(2,6-dimethylphenyl)guanidine). The yield is 63.0%. Reaction SMILES: [CH3:1][N:2]([CH3:30])[CH2:3][CH2:4][NH:5][C:6]([NH:21][C:22]1[C:27]([CH3:28])=[CH:26][CH:25]=[CH:24][C:23]=1[CH3:29])=[N:7][C:8]1[C:17]2[C:12](=[CH:13][C:14]([OH:20])=[C:15]([O:18][CH3:19])[CH:16]=2)[N:11]=[CH:10][N:9]=1.[CH3:31][Si](C=[N+]=[N-])(C)C>>[CH3:19][O:18][C:15]1[CH:16]=[C:17]2[C:12](=[CH:13][C:14]=1[O:20][CH3:31])[N:11]=[CH:10][N:9]=[C:8]2[NH:7][C:6]([NH:5][CH2:4][CH2:3][N:2]([CH3:1])[CH3:30])=[N:21][C:22]1[C:23]([CH3:29])=[CH:24][CH:25]=[CH:26][C:27]=1[CH3:28]. Reported procedure: Using an analogous procedure to that described in Example 11, N-(2-dimethylaminoethyl)-N′-(2,6-dimethylphenyl)-N″-(7-hydroxy-6-methoxyquinazolin-4-yl)guanidine was reacted with trimethylsilyldiazomethane to give the title compound in 63% yield; NMR Spectrum: (DMSOd6, 100° C.) 2.21 (s, 6H), 2.24 (s, 6H), 2.54 (t, 2H), 3.57 (q, 2H), 3.75 (s, 3H), 3.9 (s, 3H), 7.08 (s, 1H), 7.17 (s, 3H), 7.58 (s, 1H), 8.43 (s, 1H), 10.8 (br s, 1H); Mass Spectrum: M+H+ 423. Starting materials: Cc1cc(Br)ccc1C#N, O=C([O-])[O-], [Cs+], [Cs+], CN(C)C=O, c1ccc(C2(c3ccc4ncsc4n3)CC2)cc1. Product: Cc1cc(-c2nc3ccc(C4(c5ccccc5)CC4)nc3s2)ccc1C#N. Reaction SMILES: [Br:19][c:20]1[cH:21][c:22]([CH3:28])[c:23]([C:24]#[N:25])[cH:26][cH:27]1.[C:29](=[O:30])([O-:31])[O-:32].[Cs+:33].[Cs+:34].[O:35]=[CH:36][N:37]([CH3:38])[CH3:39].[c:1]1([C:7]2([c:10]3[cH:11][cH:12][c:13]4[c:14]([n:15]3)[s:16][cH:17][n:18]4)[CH2:8][CH2:9]2)[cH:2][cH:3][cH:4][cH:5][cH:6]1>>[c:1]1([C:7]2([c:10]3[cH:11][cH:12][c:13]4[c:14]([n:15]3)[s:16][c:17](-[c:20]3[cH:21][c:22]([CH3:28])[c:23]([C:24]#[N:25])[cH:26][cH:27]3)[n:18]4)[CH2:8][CH2:9]2)[cH:2][cH:3][cH:4][cH:5][cH:6]1. Starting materials: N1C[C@@H](CCC1)NC(OC(C)(C)C)=O ((R)-tert-Butyl piperidin-3-ylcarbamate), ClC1=C2C(=NC=C1C(F)(F)F)NC=C2NC([C@@H](C)OC)=O ((R)—N-(4-chloro-5-(trifluoromethyl)-1H-pyrrolo[2,3-b]pyridin-3-yl)-2-methoxypropanamide). Run in CCCCO (n-BuOH), O (water). Run at temperature 160 celsius. Product: CO[C@@H](C(=O)NC1=CNC2=NC=C(C(=C21)N2C[C@@H](CCC2)NC(OC(C)(C)C)=O)C(F)(F)F)C (tert-butyl (R)-1-(3-((R)-2-methoxypropanamido)-5-(trifluoromethyl)-1H-pyrrolo[2,3-b]pyridin-4-yl)piperidin-3-ylcarbamate). The yield is 41.0%. Reaction SMILES: [NH:1]1[CH2:6][CH2:5][CH2:4][C@@H:3]([NH:7][C:8](=[O:14])[O:9][C:10]([CH3:13])([CH3:12])[CH3:11])[CH2:2]1.Cl[C:16]1[C:21]([C:22]([F:25])([F:24])[F:23])=[CH:20][N:19]=[C:18]2[NH:26][CH:27]=[C:28]([NH:29][C:30](=[O:35])[C@H:31]([O:33][CH3:34])[CH3:32])[C:17]=12>CCCCO.O>[CH3:34][O:33][C@H:31]([CH3:32])[C:30]([NH:29][C:28]1[C:17]2[C:18](=[N:19][CH:20]=[C:21]([C:22]([F:25])([F:23])[F:24])[C:16]=2[N:1]2[CH2:6][CH2:5][CH2:4][C@@H:3]([NH:7][C:8](=[O:14])[O:9][C:10]([CH3:11])([CH3:13])[CH3:12])[CH2:2]2)[NH:26][CH:27]=1)=[O:35]. Procedure details: (R)-tert-Butyl piperidin-3-ylcarbamate (456 mg, 2.28 mmol) and N,N-diispropylethylamine (294 mg, 0.396 mL, 2.28 mmol) were added to a suspension of (R)—N-(4-chloro-5-(trifluoromethyl)-1H-pyrrolo[2,3-b]pyridin-3-yl)-2-methoxypropanamide (244 mg, 0.759 mmol) in n-BuOH (3 mL). The resulting mixture was heated in a sealed tube under a nitrogen atmosphere at 160° C. for 24 hours. The cooled mixture was diluted with water and extracted with EtOAc (3×20 mL). The combined organic layer was dried over Mg... The reactants are [BH4-], Cc1ccc(-c2ccccc2C(=O)Nc2ccc(C(=O)N(C)c3ccccc3C=O)cc2)cc1, CN, CO, ClC(Cl)Cl, [Na+]. Yields the product CNCc1ccccc1N(C)C(=O)c1ccc(NC(=O)c2ccccc2-c2ccc(C)cc2)cc1. RXN SMILES: [BH4-:37].[CH3:1][c:2]1[cH:3][cH:4][c:5](-[c:8]2[c:9]([C:14](=[O:15])[NH:16][c:17]3[cH:18][cH:19][c:20]([C:21](=[O:22])[N:23]([c:24]4[c:25]([CH:30]=[O:31])[cH:26][cH:27][cH:28][cH:29]4)[CH3:32])[cH:33][cH:34]3)[cH:10][cH:11][cH:12][cH:13]2)[cH:6][cH:7]1.[CH3:35][NH2:36].[CH3:39][OH:40].[CH:41]([Cl:42])([Cl:43])[Cl:44].[Na+:38]>>[CH3:1][c:2]1[cH:3][cH:4][c:5](-[c:8]2[c:9]([C:14](=[O:15])[NH:16][c:17]3[cH:18][cH:19][c:20]([C:21](=[O:22])[N:23]([c:24]4[c:25]([CH2:30][NH:36][CH3:35])[cH:26][cH:27][cH:28][cH:29]4)[CH3:32])[cH:33][cH:34]3)[cH:10][cH:11][cH:12][cH:13]2)[cH:6][cH:7]1.